From a dataset of the Open Reaction Database (ORD), a public repository of structured organic reaction records. describe an organic reaction: reactants, conditions, products, and yield Reactants: CCC(=O)N1CCNCC1, Cc1ccccc1, CCC(=O)N1CCN(C(=O)Cl)CC1, O=C(Cl)Cl. Product: CCC(=O)N1CCNCC1, Cl. Reaction SMILES: [C:5]([CH2:6][CH3:7])(=[O:8])[N:9]1[CH2:10][CH2:11][NH:12][CH2:13][CH2:14]1.[CH3:28][c:29]1[cH:30][cH:31][cH:32][cH:33][cH:34]1.[Cl:15][C:16]([N:17]1[CH2:18][CH2:19][N:20]([C:21](=[O:22])[CH2:23][CH3:24])[CH2:25][CH2:26]1)=[O:27].[Cl:1][C:2](=[O:3])[Cl:4]>>[C:5]([CH2:6][CH3:7])(=[O:8])[N:9]1[CH2:10][CH2:11][NH:12][CH2:13][CH2:14]1.[ClH:1]. Reactants: C1(C=2C(C(N1C(CC(=O)O)C1=CC=C(C=C1)OCCC)=O)=CC=CC2)=O (3-phthalimido-3(4-propoxyphenyl)propionic acid), CN(C)C1=NC=CC=C1 (dimethylaminopyridine), [OH-].[NH4+] (ammonium hydroxide). Solvent: O (water). Reaction conditions: time 45 minute. The product is C1(C=2C(C(N1C(CC(=O)N)C1=CC=C(C=C1)OCCC)=O)=CC=CC2)=O (3-phthalimido-3-(4-propoxyphenyl)propionamide). Isolated yield 36.0%. Reaction SMILES: [C:1]1(=[O:26])[N:5]([CH:6]([C:11]2[CH:16]=[CH:15][C:14]([O:17][CH2:18][CH2:19][CH3:20])=[CH:13][CH:12]=2)[CH2:7][C:8](O)=[O:9])[C:4](=[O:21])[C:3]2=[CH:22][CH:23]=[CH:24][CH:25]=[C:2]12.C[N:28](C1C=CC=CN=1)C.[OH-].[NH4+]>O>[C:1]1(=[O:26])[N:5]([CH:6]([C:11]2[CH:16]=[CH:15][C:14]([O:17][CH2:18][CH2:19][CH3:20])=[CH:13][CH:12]=2)[CH2:7][C:8]([NH2:28])=[O:9])[C:4](=[O:21])[C:3]2=[CH:22][CH:23]=[CH:24][CH:25]=[C:2]12 |f:2.3|. Reported procedure: To a stirred solution of 3-phthalimido-3(4-propoxyphenyl)propionic acid (1.41 g, 4.0 mmol) in 25 mL of under nitrogen was added carbonyldlimidazole (0.68 g, 4.2 mmol) followed by a catalytic amount of dimethylaminopyridine. The mixture was stirred for 45 minutes at room temperature. To the reaction mixture was then added concentrated ammonium hydroxide (0.29 mL, 4.4 mmol) and the reaction mixture was stirred for 30 minutes at room temperature. The mixture was then diluted with 10 mL of water and... Reactants: [H-].[H-].[H-].[H-].[Li+].[Al+3] (LAH), C(C)OC(CC1CCN(CC1)C(=O)OC(C)(C)C)=O (tert-butyl 4-(2-ethoxy-2-oxoethyl)piperidine-1-carboxylate), S(=O)(=O)([O-])[O-].[Na+].[Na+] (sodium sulfate). Run in C1CCOC1 (THF), C1CCOC1 (THF). Reaction conditions: time 1 hour. Product: OCCC1CCN(CC1)C(=O)OC(C)(C)C (tert-Butyl 4-(2-hydroxyethyl)piperidine-1-carboxylate). Isolated yield 92.0%. Reaction SMILES: [H-].[H-].[H-].[H-].[Li+].[Al+3].C([O:9][C:10](=O)[CH2:11][CH:12]1[CH2:17][CH2:16][N:15]([C:18]([O:20][C:21]([CH3:24])([CH3:23])[CH3:22])=[O:19])[CH2:14][CH2:13]1)C.S([O-])([O-])(=O)=O.[Na+].[Na+]>C1COCC1>[OH:9][CH2:10][CH2:11][CH:12]1[CH2:13][CH2:14][N:15]([C:18]([O:20][C:21]([CH3:24])([CH3:23])[CH3:22])=[O:19])[CH2:16][CH2:17]1 |f:0.1.2.3.4.5,7.8.9|. Procedure details: LAH (819 mg, 21.58 mmol, 1.3 eq) was placed in THF (50 ml) at 0° C.; a solution of tert-butyl 4-(2-ethoxy-2-oxoethyl)piperidine-1-carboxylate (4.5 g, 16.60 mmol, 1 eq) in THF (50 ml) was added dropwise and then stirring was carried out for 1 h at RT. After monitoring by thin-layer chromatography, the reaction mixture was hydrolyzed with sat. sodium sulfate solution (2 ml), filtered over Celite and washed with THF (300 ml). The filtrate was concentrated under reduced pressure and a colourless oil... Starting materials: [H][H] (hydrogen), FC1=CC2=C(B(OC2)O)C=C1NS(=O)(=O)C1=C(C=C(C=C1)[N+](=O)[O-])NC(OCC)=O (ethyl 2-(N-(5-fluoro-1-hydroxy-1,3-dihydrobenzo[c][1,2]oxaborol-6-yl)sulfamoyl)-5-nitrophenylcarbamate), CCOC(=O)C (EtOAc). The reagents and catalysts are [Pd] (Pd/C). The solvent is CO (MeOH). Yields the product NC=1C=CC(=C(C1)NC(OCC)=O)S(NC=1C(=CC2=C(B(OC2)O)C1)F)(=O)=O (ethyl 5-amino-2-(N-(5-fluoro-1-hydroxy-1,3-dihydrobenzo[c][1,2]oxaborol-6-yl)sulfamoyl)phenylcarbamate). The yield is 81.9%. Reaction SMILES: [F:1][C:2]1[C:11]([NH:12][S:13]([C:16]2[CH:21]=[CH:20][C:19]([N+:22]([O-])=O)=[CH:18][C:17]=2[NH:25][C:26](=[O:30])[O:27][CH2:28][CH3:29])(=[O:15])=[O:14])=[CH:10][C:5]2[B:6]([OH:9])[O:7][CH2:8][C:4]=2[CH:3]=1.CCOC(C)=O.[H][H]>CO.[Pd]>[NH2:22][C:19]1[CH:20]=[CH:21][C:16]([S:13](=[O:14])(=[O:15])[NH:12][C:11]2[C:2]([F:1])=[CH:3][C:4]3[CH2:8][O:7][B:6]([OH:9])[C:5]=3[CH:10]=2)=[C:17]([NH:25][C:26](=[O:30])[O:27][CH2:28][CH3:29])[CH:18]=1. Procedure details: To a stirred solution of ethyl 2-(N-(5-fluoro-1-hydroxy-1,3-dihydrobenzo[c][1,2]oxaborol-6-yl)sulfamoyl)-5-nitrophenylcarbamate (0.15 g, 0.34 mmol) in 10 mL of MeOH: EtOAc was added Pd/C (10 wt. % on activated carbon, 50 mg), followed by charging with hydrogen under 50 psi for 2 hour. The crude was filtered through celite, concentrated, the residue was purified by prep HPLC (SunFire Prep C18 OBD 5 uM 30×50 mm column) to give the title compound ethyl 5-amino-2-(N-(5-fluoro-1-hydroxy-1,3-dihydrobe... Reactants: CCOC(C)=O, Cc1c(Nc2c(I)cncc2C#N)cc(Cl)c2[nH]ccc12, CN(C)C=O, c1ccc(P(c2ccccc2)(c2ccccc2)[Pd](P(c2ccccc2)(c2ccccc2)c2ccccc2)(P(c2ccccc2)(c2ccccc2)c2ccccc2)P(c2ccccc2)(c2ccccc2)c2ccccc2)cc1, OB(O)c1cc2ccccc2o1. The product is Cc1c(Nc2c(C#N)cncc2-c2cc3ccccc3o2)cc(Cl)c2[nH]ccc12. RXN SMILES: [CH3:34][CH2:35][O:36][C:37](=[O:38])[CH3:39].[Cl:1][c:2]1[cH:3][c:4]([NH:12][c:13]2[c:14]([I:21])[cH:15][n:16][cH:17][c:18]2[C:19]#[N:20])[c:5]([CH3:11])[c:6]2[cH:7][cH:8][nH:9][c:10]12.[O:40]=[CH:41][N:42]([CH3:43])[CH3:44].[cH:45]1[cH:46][cH:47][c:48]([P:49]([Pd:50]([P:51]([c:52]2[cH:53][cH:54][cH:55][cH:56][cH:57]2)([c:58]2[cH:59][cH:60][cH:61][cH:62][cH:63]2)[c:64]2[cH:65][cH:66][cH:67][cH:68][cH:69]2)([P:70]([c:71]2[cH:72][cH:73][cH:74][cH:75][cH:76]2)([c:77]2[cH:78][cH:79][cH:80][cH:81][cH:82]2)[c:83]2[cH:84][cH:85][cH:86][cH:87][cH:88]2)[P:89]([c:90]2[cH:91][cH:92][cH:93][cH:94][cH:95]2)([c:96]2[cH:97][cH:98][cH:99][cH:100][cH:101]2)[c:102]2[cH:103][cH:104][cH:105][cH:106][cH:107]2)([c:108]2[cH:109][cH:110][cH:111][cH:112][cH:113]2)[c:114]2[cH:115][cH:116][cH:117][cH:118][cH:119]2)[cH:120][cH:121]1.[o:22]1[c:23]([B:31]([OH:32])[OH:33])[cH:24][c:25]2[c:26]1[cH:27][cH:28][cH:29][cH:30]2>>[Cl:1][c:2]1[cH:3][c:4]([NH:12][c:13]2[c:14](-[c:23]3[o:22][c:26]4[c:25]([cH:24]3)[cH:30][cH:29][cH:28][cH:27]4)[cH:15][n:16][cH:17][c:18]2[C:19]#[N:20])[c:5]([CH3:11])[c:6]2[cH:7][cH:8][nH:9][c:10]12. Reaction SMILES: [CH2:48]([Cl:49])[Cl:50].[CH3:44][S:45]([CH3:46])=[O:47].[CH:24]1([N:25]=[C:26]=[N:27][CH:28]2[CH2:29][CH2:30][CH2:31][CH2:32][CH2:33]2)[CH2:34][CH2:35][CH2:36][CH2:37][CH2:38]1.[P:39](=[O:40])([OH:41])([OH:42])[OH:43].[c:1]1([C:7]2=[N:8][CH2:9][c:10]3[n:11]([c:19]([CH2:22][OH:23])[n:20][n:21]3)-[c:12]3[c:13]2[cH:14][c:15]([Cl:18])[cH:16][cH:17]3)[cH:2][cH:3][cH:4][cH:5][cH:6]1>>[c:1]1([C:7]2=[N:8][CH2:9][c:10]3[n:11]([c:19]([CH:22]=[O:23])[n:20][n:21]3)-[c:12]3[c:13]2[cH:14][c:15]([Cl:18])[cH:16][cH:17]3)[cH:2][cH:3][cH:4][cH:5][cH:6]1. Starting materials: ClCCl, CS(C)=O, C(=NC1CCCCC1)=NC1CCCCC1, O=P(O)(O)O, OCc1nnc2n1-c1ccc(Cl)cc1C(c1ccccc1)=NC2. Product: O=Cc1nnc2n1-c1ccc(Cl)cc1C(c1ccccc1)=NC2.